This data is from the Open Reaction Database (ORD), a public repository of structured organic reaction records. The task is: describe an organic reaction: reactants, conditions, products, and yield Starting materials: N(=O)[O-].[Na+] (sodium nitrite), NC=1C=CC=2C=3N(C(NC2C1)=O)C(NN3)=O (8-amino-2,3,5,6-tetrahydro-1,2,4-triazolo[4,3-c]quinazoline-3,5-dione), [I-].[Na+] (sodium iodide). Procedure: 63.8 mg (0.92 mmol) of sodium nitrite were added at 0° C. to a suspension of 210 mg (0.83 mmol) of 8-amino-2,3,5,6-tetrahydro-1,2,4-triazolo[4,3-c]quinazoline-3,5-dione in 10 ml of acetic acid and 10 ml of sulphuric acid. The reaction mixture was stirred at 0° C. for 1 hr. Subsequently, 2.49 g (16.6 mmol) of sodium iodide in 10 ml of water were added dropwise and the mixture was stirred at RT for a further 1 hr. The precipitate was filtered off, the brown crystals were suspended in 10 ml of 5% s... The yield is 53.3%. Reaction SMILES: N([O-])=O.[Na+].N[C:6]1[CH:7]=[CH:8][C:9]2[C:10]3[N:11]([C:17](=[O:20])[NH:18][N:19]=3)[C:12](=[O:16])[NH:13][C:14]=2[CH:15]=1.[I-:21].[Na+]>C(O)(=O)C.S(=O)(=O)(O)O.O>[I:21][C:6]1[CH:7]=[CH:8][C:9]2[C:10]3[N:11]([C:17](=[O:20])[NH:18][N:19]=3)[C:12](=[O:16])[NH:13][C:14]=2[CH:15]=1 |f:0.1,3.4|. Product: IC=1C=CC=2C=3N(C(NC2C1)=O)C(NN3)=O (8-iodo-2,3,5,6-tetrahydro-1,2,4-triazolo[4,3-c]quinazoline-3,5-dione). Reaction conditions: temperature 0 celsius, time 1 hour. Run in C(C)(=O)O (acetic acid), S(O)(O)(=O)=O (sulphuric acid), O (water). Product: C(C1=CC=CC=C1)OCCCCCCCCCCCCCCCC(C)=O (17-benzyloxyheptadecan-2-one). Starting materials: hydroxy, [H-].[Na+] (sodium hydride), C(C1=CC=CC=C1)Br (benzyl bromide), CON(C(CCCCCCCCCCCCCCCOCC1=CC=CC=C1)=O)C (N-methoxy-N-methyl-16-benzyloxyhexadecanamide), C[Li] (methyllithium). RXN SMILES: [H-].[Na+].[CH2:3](Br)C1C=CC=CC=1.CON(C)[C:14](=[O:38])[CH2:15][CH2:16][CH2:17][CH2:18][CH2:19][CH2:20][CH2:21][CH2:22][CH2:23][CH2:24][CH2:25][CH2:26][CH2:27][CH2:28][CH2:29][O:30][CH2:31][C:32]1[CH:37]=[CH:36][CH:35]=[CH:34][CH:33]=1.C[Li]>>[CH2:31]([O:30][CH2:29][CH2:28][CH2:27][CH2:26][CH2:25][CH2:24][CH2:23][CH2:22][CH2:21][CH2:20][CH2:19][CH2:18][CH2:17][CH2:16][CH2:15][C:14](=[O:38])[CH3:3])[C:32]1[CH:33]=[CH:34][CH:35]=[CH:36][CH:37]=1 |f:0.1|. Procedure details: More specifically, compound (I) where R1, R3, R4, R5 are methyl groups, R2 is a hydroxyl group, m=1 and n=13 can be prepared in the following manner: Oxacycloheptadecan-2-one reacts with dimethylhydroxylamine in the presence of trimethylaluminium at 0° C. and at atmospheric pressure to yield N-methoxy-N-methyl-16-hydroxyhexadecanamide. The hydroxy function of this compound is then protected in the presence of sodium hydride and benzyl bromide at −78° C. and atmospheric pressure. The resulting N-... The reactants are NC(C(O)C1=CC=C(C=C1)F)CC1=CC=C(C=C1)OC ((1RS,2SR)-2-amino-1-(4-fluorophenyl)-3-(4-(methyloxy)phenyl)-1-propanol), C1(=CC=CC=C1)CCCC(=O)O (4-phenyl-n-butyric acid), Cl.C(C)N=C=NCCCN(C)C (1-ethyl-3-(3-dimethylaminopropyl)carbodiimide hydrochloride), ON1N=NC2=C1C=CC=C2 (1-hydroxy-1H-benzotriazole). Run in O (water), C(C)#N (acetonitrile). Conditions: time 8 hour. Product: FC1=CC=C(C=C1)C(C(CC1=CC=C(C=C1)OC)NC(CCCC1=CC=CC=C1)=O)O (N-((1RS,2SR)-2-(4-fluorophenyl)-2-hydroxy-1-((4-(methyloxy)phenyl)methyl)ethyl)-4-phenylbutyramide). The yield is 83.2%. As a reaction SMILES: [NH2:1][CH:2]([CH2:12][C:13]1[CH:18]=[CH:17][C:16]([O:19][CH3:20])=[CH:15][CH:14]=1)[CH:3]([C:5]1[CH:10]=[CH:9][C:8]([F:11])=[CH:7][CH:6]=1)[OH:4].[C:21]1([CH2:27][CH2:28][CH2:29][C:30](O)=[O:31])[CH:26]=[CH:25][CH:24]=[CH:23][CH:22]=1.Cl.C(N=C=NCCCN(C)C)C.ON1C2C=CC=CC=2N=N1>C(#N)C.O>[F:11][C:8]1[CH:7]=[CH:6][C:5]([CH:3]([OH:4])[CH:2]([NH:1][C:30](=[O:31])[CH2:29][CH2:28][CH2:27][C:21]2[CH:26]=[CH:25][CH:24]=[CH:23][CH:22]=2)[CH2:12][C:13]2[CH:14]=[CH:15][C:16]([O:19][CH3:20])=[CH:17][CH:18]=2)=[CH:10][CH:9]=1 |f:2.3|. Procedure: To a solution of (1RS,2SR)-2-amino-1-(4-fluorophenyl)-3-(4-(methyloxy)phenyl)-1-propanol (450 mg, 1.64 mmol) in acetonitrile (30 ml) were added 4-phenyl-n-butyric acid (268 mg, 1.64 mmol), 1-ethyl-3-(3-dimethylaminopropyl)carbodiimide hydrochloride (470 mg, 2.45 mmol) and 1-hydroxy-1H-benzotriazole (250 mg, 1.64 mmol) and the mixture was stirred overnight at room temperature. The reaction solution was diluted with water (100 ml) and extracted with ethyl acetate (100 ml×2). The extract was washed... Starting materials: [Na+], C1COCCO1, C1CCOC1, [OH-], Cc1ccc(S(=O)(=O)n2nc(N)c3c2CC(c2ccccc2)(c2ccccc2)C=C3)cc1. Product: Nc1n[nH]c2c1C=CC(c1ccccc1)(c1ccccc1)C2. As a reaction SMILES: [Na+:34].[O:35]1[CH2:36][CH2:37][O:38][CH2:39][CH2:40]1.[O:41]1[CH2:42][CH2:43][CH2:44][CH2:45]1.[OH-:33].[c:1]1([C:7]2([c:27]3[cH:28][cH:29][cH:30][cH:31][cH:32]3)[CH:8]=[CH:9][c:10]3[c:11]([NH2:26])[n:12][n:13]([S:16]([c:17]4[cH:18][cH:19][c:20]([CH3:21])[cH:22][cH:23]4)(=[O:24])=[O:25])[c:14]3[CH2:15]2)[cH:2][cH:3][cH:4][cH:5][cH:6]1>>[c:1]1([C:7]2([c:27]3[cH:28][cH:29][cH:30][cH:31][cH:32]3)[CH:8]=[CH:9][c:10]3[c:11]([NH2:26])[n:12][nH:13][c:14]3[CH2:15]2)[cH:2][cH:3][cH:4][cH:5][cH:6]1. Starting materials: BrCCCCOC=1C=CC2=C(SC=C2C2=CC=C(C=C2)Br)C1 (6-(4-Bromo-butoxy)-3-(4-bromo-phenyl)-benzo[b]thiophene), N(CCO)CCO (diethanolamine). The product is BrC1=CC=C(C=C1)C=1C2=C(SC1)C=C(C=C2)OCCCCN(CCO)CCO (2-[{4-[3-(4-Bromo-phenyl)-benzo[b]thiophen-6-yloxy]-butyl}-(2-hydroxy-ethyl)-amino]-ethanol). As a reaction SMILES: Br[CH2:2][CH2:3][CH2:4][CH2:5][O:6][C:7]1[CH:8]=[CH:9][C:10]2[C:14]([C:15]3[CH:20]=[CH:19][C:18]([Br:21])=[CH:17][CH:16]=3)=[CH:13][S:12][C:11]=2[CH:22]=1.[NH:23]([CH2:27][CH2:28][OH:29])[CH2:24][CH2:25][OH:26]>>[Br:21][C:18]1[CH:19]=[CH:20][C:15]([C:14]2[C:10]3[CH:9]=[CH:8][C:7]([O:6][CH2:5][CH2:4][CH2:3][CH2:2][N:23]([CH2:27][CH2:28][OH:29])[CH2:24][CH2:25][OH:26])=[CH:22][C:11]=3[S:12][CH:13]=2)=[CH:16][CH:17]=1. Procedure: According to the method in example 29, 6-(4-Bromo-butoxy)-3-(4-bromo-phenyl)-benzo[b]thiophene and diethanolamine were converted to yield 2-[{4-[3-(4-Bromo-phenyl)-benzo[b]thiophen-6-yloxy]-butyl}-(2-hydroxy-ethyl)-amino]-ethanol as light yellow oil, MS: 464 (MH+, 1Br). The reactants are O=C([O-])[O-], CCCCO, ClCCNCCCl, Cl, Nc1cc(F)cc(C(F)(F)F)c1, [K+], [K+]. The product is Fc1cc(N2CCNCC2)cc(C(F)(F)F)c1. Reaction SMILES: [C:21](=[O:22])([O-:23])[O-:24].[CH2:27]([OH:28])[CH2:29][CH2:30][CH3:31].[Cl:14][CH2:15][CH2:16][NH:17][CH2:18][CH2:19][Cl:20].[ClH:13].[F:1][c:2]1[cH:3][c:4]([NH2:5])[cH:6][c:7]([C:9]([F:10])([F:11])[F:12])[cH:8]1.[K+:25].[K+:26]>>[F:1][c:2]1[cH:3][c:4]([N:5]2[CH2:15][CH2:16][NH:17][CH2:18][CH2:19]2)[cH:6][c:7]([C:9]([F:10])([F:11])[F:12])[cH:8]1. Reactants: C1(CC1)C1=CC(=NC=2N1N=CC2C#C)C2=CC=C(C=C2)C(F)(F)F (7-cyclopropyl-3-ethynyl-5-(4-trifluoromethyl-phenyl)-pyrazolo[1,5-a]pyrimidine), BrC=1C=C(C=CC1)S(=O)(=O)N (3-bromo-benzenesulfonamide). Product: C1(CC1)C1=CC(=NC=2N1N=CC2C#CC=2C=C(C=CC2)S(=O)(=O)N)C2=CC=C(C=C2)C(F)(F)F (3-[7-Cyclopropyl-5-(4-trifluoromethyl-phenyl)-pyrazolo[1,5-a]pyrimidin-3-ylethynyl]-benzenesulfonamide), solid. Yield: 28.0%. Reaction SMILES: [CH:1]1([C:4]2[N:9]3[N:10]=[CH:11][C:12]([C:13]#[CH:14])=[C:8]3[N:7]=[C:6]([C:15]3[CH:20]=[CH:19][C:18]([C:21]([F:24])([F:23])[F:22])=[CH:17][CH:16]=3)[CH:5]=2)[CH2:3][CH2:2]1.Br[C:26]1[CH:27]=[C:28]([S:32]([NH2:35])(=[O:34])=[O:33])[CH:29]=[CH:30][CH:31]=1>>[CH:1]1([C:4]2[N:9]3[N:10]=[CH:11][C:12]([C:13]#[C:14][C:26]4[CH:27]=[C:28]([S:32]([NH2:35])(=[O:34])=[O:33])[CH:29]=[CH:30][CH:31]=4)=[C:8]3[N:7]=[C:6]([C:15]3[CH:16]=[CH:17][C:18]([C:21]([F:22])([F:23])[F:24])=[CH:19][CH:20]=3)[CH:5]=2)[CH2:3][CH2:2]1. Reported procedure: The title compound was prepared from 7-cyclopropyl-3-ethynyl-5-(4-trifluoromethyl-phenyl)-pyrazolo[1,5-a]pyrimidine (example C.7) (82 mg, 0.25 mmol) and commercially available 3-bromo-benzenesulfonamide (59 mg, 0.25 mmol) according to general procedure II. Obtained as a yellow solid (36 mg, 28%). MS (ISP) 483.5 [(M+H)+]; mp 262-264° C.